This data is from the Open Reaction Database (ORD), a public repository of structured organic reaction records. The task is: describe an organic reaction: reactants, conditions, products, and yield The reactants are ClCC(=O)N1CC(C2=CC=CC=C12)C1=CC=CC=C1 (N-chloracetyl-3-phenylindoline), ClCl (chlorine), O (water). Run in C(C)(=O)O (acetic acid). Reaction conditions: temperature 15 celsius. Yields the product ClCC(=O)N1CC(C2=CC(=CC=C12)Cl)C1=CC=CC=C1 (N-chloracetyl-3-phenyl-5-chloroindoline). Reaction SMILES: [Cl:1][CH2:2][C:3]([N:5]1[C:13]2[C:8](=[CH:9][CH:10]=[CH:11][CH:12]=2)[CH:7]([C:14]2[CH:19]=[CH:18][CH:17]=[CH:16][CH:15]=2)[CH2:6]1)=[O:4].[Cl:20]Cl.O>C(O)(=O)C>[Cl:1][CH2:2][C:3]([N:5]1[C:13]2[C:8](=[CH:9][C:10]([Cl:20])=[CH:11][CH:12]=2)[CH:7]([C:14]2[CH:19]=[CH:18][CH:17]=[CH:16][CH:15]=2)[CH2:6]1)=[O:4]. Reported procedure: 2.7 G of N-chloracetyl-3-phenylindoline was added with vigorous stirring to a solution of 0.77 g of chlorine in 10 ml of glacial acetic acid which had been cooled to 15° C. The temperature of the mixture which rose to 33° C. was cooled down to room temperature and the mixture stirred for a further hour. The resulting solution was poured into 100 ml of cold water. The liquid was decanted from the gummy residue, which was subsequently crystallized from ethanol to give 1.9 g of crystalline N-chlora...